This data is from the Open Reaction Database (ORD), a public repository of structured organic reaction records. The task is: describe an organic reaction: reactants, conditions, products, and yield The reactants are BrC=1C=CC(=C(N)C1)OC (5-bromo-2-(methyloxy)aniline), IC1=CC=C(C=C1)S(=O)(=O)Cl (4-iodobenzenesulfonyl chloride). Product: BrC=1C=CC(=C(C1)NS(=O)(=O)C1=CC=C(C=C1)I)OC (N-[5-Bromo-2-(methyloxy)phenyl]-4-iodobenzenesulfonamide). As a reaction SMILES: [Br:1][C:2]1[CH:3]=[CH:4][C:5]([O:9][CH3:10])=[C:6]([CH:8]=1)[NH2:7].[I:11][C:12]1[CH:17]=[CH:16][C:15]([S:18](Cl)(=[O:20])=[O:19])=[CH:14][CH:13]=1>>[Br:1][C:2]1[CH:3]=[CH:4][C:5]([O:9][CH3:10])=[C:6]([NH:7][S:18]([C:15]2[CH:16]=[CH:17][C:12]([I:11])=[CH:13][CH:14]=2)(=[O:20])=[O:19])[CH:8]=1. Procedure: The title compound was prepared from 5-bromo-2-(methyloxy)aniline and 4-iodobenzenesulfonyl chloride using a similar method to that described for Examples 82-100 (E82-E100). MS (ES−) 466/468 [M−H]−. Starting materials: [Li]CCCC, CN(C)C=O, CCOCC, CCCCCC, Cl, FC(F)(F)Oc1ccc(I)cc1. The product is O=Cc1ccc(OC(F)(F)F)cc1. RXN SMILES: [CH2:13]([Li:14])[CH2:15][CH2:16][CH3:17].[CH3:18][N:19]([CH:20]=[O:21])[CH3:22].[CH3:24][CH2:25][O:26][CH2:27][CH3:28].[CH3:29][CH2:30][CH2:31][CH2:32][CH2:33][CH3:34].[ClH:23].[F:1][C:2]([O:3][c:4]1[cH:5][cH:6][c:7]([I:10])[cH:8][cH:9]1)([F:11])[F:12]>>[F:1][C:2]([O:3][c:4]1[cH:5][cH:6][c:7]([CH:20]=[O:21])[cH:8][cH:9]1)([F:11])[F:12].